From a dataset of the Open Reaction Database (ORD), a public repository of structured organic reaction records. describe an organic reaction: reactants, conditions, products, and yield Reactants: O (water), [I-] (iodide), [Na+].[I-] (NaI), BrC=1C=C2C=CC=NC2=CC1 (6-bromoquinoline). Product: IC=1C=C2C=CC=NC2=CC1 (6-iodoquinoline). The yield is 80.0%. Run at temperature 120 celsius. Reagents/catalysts: [Cu] (Copper), [Cu] (copper). As a reaction SMILES: Br[C:2]1[CH:3]=[C:4]2[C:9](=[CH:10][CH:11]=1)[N:8]=[CH:7][CH:6]=[CH:5]2.[I-:12].[Na+].[I-].O>C(O)CCC.[Cu]>[I:12][C:2]1[CH:3]=[C:4]2[C:9](=[CH:10][CH:11]=1)[N:8]=[CH:7][CH:6]=[CH:5]2 |f:2.3|. Procedure details: 6-bromoquinoline (80.1 g, 0.385 mol) is dissolved in n-butanol (0.8 L). Copper catalyst CuI (3.7 g, 0.019 mol), a copper-ligand N,N′-dimethylethylenediamine (3.4 g, 0.0385 mol) and an iodide source NaI (115.5 g, 0.770 mol) are added and the mixture is heated in a heating jacket, under inert atmosphere to 120° C. After work-up (0.8 L water is added to the reaction mixture, the organic layer is separated off and evaporated) and purification (the crude evaporation residue was crystallized from 150 ... The solvent is C(CCC)O (n-butanol). Starting materials: CCOC(=O)CCCBr, CCO, CC(C)NC(C)C. Product: CCOC(=O)CCCN(C(C)C)C(C)C. As a reaction SMILES: [Br:8][CH2:9][CH2:10][CH2:11][C:12](=[O:13])[O:14][CH2:15][CH3:16].[CH3:17][CH2:18][OH:19].[CH:1]([CH3:2])([CH3:3])[NH:4][CH:5]([CH3:6])[CH3:7]>>[CH:1]([CH3:2])([CH3:3])[N:4]([CH:5]([CH3:6])[CH3:7])[CH2:9][CH2:10][CH2:11][C:12](=[O:13])[O:14][CH2:15][CH3:16].